This data is from the Open Reaction Database (ORD), a public repository of structured organic reaction records. The task is: describe an organic reaction: reactants, conditions, products, and yield Starting materials: BrC=1C=C2C=NN=CC2=CC1 (6-bromophthalazine), C(CCC)[Sn](C1=CN=C(S1)NC(OC(C)(C)C)=O)(CCCC)CCCC (tert-butyl 5-(tributylstannyl)thiazol-2-ylcarbamate), CN(C)C=O (DMF), [F-].[Cs+] (cesium fluoride). The reagents and catalysts are [Cu]I (copper(I) iodide), C=1C=CC(=CC1)[P](C=2C=CC=CC2)(C=3C=CC=CC3)[Pd]([P](C=4C=CC=CC4)(C=5C=CC=CC5)C=6C=CC=CC6)([P](C=7C=CC=CC7)(C=8C=CC=CC8)C=9C=CC=CC9)[P](C=1C=CC=CC1)(C=1C=CC=CC1)C=1C=CC=CC1 (tetrakis(triphenylphosphine)palladium(0)). Run in C(Cl)Cl (DCM), O (water). Reaction conditions: temperature 100 celsius. Product: C1=NN=CC2=CC(=CC=C12)C1=CN=C(S1)NC(OC(C)(C)C)=O (Tert-butyl 5-(phthalazin-6-yl)thiazol-2-ylcarbamate). Yield: 72.5%. As a reaction SMILES: Br[C:2]1[CH:3]=[C:4]2[C:9](=[CH:10][CH:11]=1)[CH:8]=[N:7][N:6]=[CH:5]2.C([Sn](CCCC)(CCCC)[C:17]1[S:21][C:20]([NH:22][C:23](=[O:29])[O:24][C:25]([CH3:28])([CH3:27])[CH3:26])=[N:19][CH:18]=1)CCC.CN(C=O)C.[F-].[Cs+]>C(Cl)Cl.O.[Cu]I.C1C=CC([P]([Pd]([P](C2C=CC=CC=2)(C2C=CC=CC=2)C2C=CC=CC=2)([P](C2C=CC=CC=2)(C2C=CC=CC=2)C2C=CC=CC=2)[P](C2C=CC=CC=2)(C2C=CC=CC=2)C2C=CC=CC=2)(C2C=CC=CC=2)C2C=CC=CC=2)=CC=1>[CH:8]1[C:9]2[C:4](=[CH:3][C:2]([C:17]3[S:21][C:20]([NH:22][C:23](=[O:29])[O:24][C:25]([CH3:27])([CH3:26])[CH3:28])=[N:19][CH:18]=3)=[CH:11][CH:10]=2)[CH:5]=[N:6][N:7]=1 |f:3.4,^1:54,56,75,94|. Procedure details: A glass microwave reaction vessel was charged with 6-bromophthalazine (1.0 g, 5 mmol), tert-butyl 5-(tributylstannyl)thiazol-2-ylcarbamate (4.0 g, 7 mmol), DMF (4 mL), cesium fluoride (1.0 g, 10 mmol), copper(I) iodide (0.2 g, 1.0 mmol), and tetrakis(triphenylphosphine)palladium(0) (0.3 g, 0.2 mmol). The reaction mixture was stirred and heated at 100° C. overnight. The mixture was diluted with DCM (20 mL) and water (5 mL) and filtered through Celite. The organic solution was evaporated under red... Procedure details: tert-Butyl {trans-2-[4-({[3-(trifluoromethyl)phenyl]carbonyl}amino)phenyl]cyclopropyl}-carbamate (161 mg) was dissolved in 4N hydrochloric acid/ethyl acetate solution (2 mL), and the mixture was stirred at room temperature for 2 hr. The solvent was evaporated under reduced pressure to give the title compound (130 mg). Reaction SMILES: [F:1][C:2]([F:30])([F:29])[C:3]1[CH:4]=[C:5]([C:9]([NH:11][C:12]2[CH:17]=[CH:16][C:15]([C@@H:18]3[CH2:20][C@H:19]3[NH:21]C(=O)OC(C)(C)C)=[CH:14][CH:13]=2)=[O:10])[CH:6]=[CH:7][CH:8]=1.[ClH:31].C(OCC)(=O)C>>[ClH:31].[NH2:21][C@@H:19]1[CH2:20][C@H:18]1[C:15]1[CH:14]=[CH:13][C:12]([NH:11][C:9](=[O:10])[C:5]2[CH:6]=[CH:7][CH:8]=[C:3]([C:2]([F:29])([F:30])[F:1])[CH:4]=2)=[CH:17][CH:16]=1 |f:1.2,3.4|. The reactants are FC(C=1C=C(C=CC1)C(=O)NC1=CC=C(C=C1)[C@H]1[C@@H](C1)NC(OC(C)(C)C)=O)(F)F (tert-Butyl {trans-2-[4-({[3-(trifluoromethyl)phenyl]carbonyl}amino)phenyl]cyclopropyl}-carbamate), Cl.C(C)(=O)OCC (hydrochloric acid ethyl acetate). Run at time 2 hour. Product: Cl.N[C@H]1[C@@H](C1)C1=CC=C(C=C1)NC(C1=CC(=CC=C1)C(F)(F)F)=O (N-[4-(trans-2-aminocyclopropyl)phenyl]-3-(trifluoromethyl)benzamide hydrochloride). Reactants: 14.2, IC (iodomethane), [H][H] (hydrogen), 22.5, C1(=CC=CC=C1)C(O)C1=CC2=C(NN=N2)C=C1 (α-phenyl-1H-benzotriazole-5-methanol), [H-].[Na+] (sodium hydride). The solvent is CN(C=O)C (N,N-dimethylformamide). Conditions: time 30 minute. Yields the product CN1N=NC2=C1C=C(C=C2)C(O)C2=CC=CC=C2 (1-methyl-α-phenyl-1H-benzotriazole-6-methanol). Isolated yield 12.5%. As a reaction SMILES: [C:1]1([CH:7]([C:9]2[CH:17]=[CH:16][C:12]3[NH:13][N:14]=[N:15][C:11]=3[CH:10]=2)[OH:8])[CH:6]=[CH:5][CH:4]=[CH:3][CH:2]=1.[H-].[Na+].[H][H].I[CH3:23]>CN(C)C=O>[CH3:23][N:15]1[C:11]2[CH:10]=[C:9]([CH:7]([C:1]3[CH:2]=[CH:3][CH:4]=[CH:5][CH:6]=3)[OH:8])[CH:17]=[CH:16][C:12]=2[N:13]=[N:14]1 |f:1.2|. Reported procedure: A mixture of 22.5 parts of α-phenyl-1H-benzotriazole-5-methanol, 4.8 parts of a sodium hydride dispersion 50% and 90 parts of N,N-dimethylformamide was stirred till hydrogen production had ceased. After the addition of 14.2 parts of iodomethane, stirring was continued for 30 minutes at room temperature. The mixture was concentrated. The concentrate was taken up in 50 parts of water and the product was extracted with dichloromethane. The extract was dried, filtered and concentrated. The concentra... The yield is 70.0%. As a reaction SMILES: [CH:1]1([C:4]2[CH:5]=[CH:6][C:7]([C:18]#N)=[N:8][C:9]=2[CH2:10][C:11]2[CH:16]=[CH:15][C:14]([F:17])=[CH:13][CH:12]=2)[CH2:3][CH2:2]1.[OH-:20].[Na+].Cl.[OH2:23]>>[CH:1]1([C:4]2[CH:5]=[CH:6][C:7]([C:18]([OH:23])=[O:20])=[N:8][C:9]=2[CH2:10][C:11]2[CH:16]=[CH:15][C:14]([F:17])=[CH:13][CH:12]=2)[CH2:3][CH2:2]1 |f:1.2|. The reactants are C1(CC1)C=1C=CC(=NC1CC1=CC=C(C=C1)F)C#N (5-cyclopropyl-6-(4-fluoro-benzyl)-pyridine-2-carbonitrile), [OH-].[Na+] (NaOH), O (H2O), Cl (HCl). Procedure details: A solution of 5-cyclopropyl-6-(4-fluoro-benzyl)-pyridine-2-carbonitrile (0.08 g, 0.3 mmol) and NaOH (0.05 g, 1.2 mmol) in H2O (10 mL) was stirred for 2 hours at 90° C. The pH was adjusted to 3 with 1 M HCl. The mixture was extracted with ethyl acetate (3×10 mL), dried over Na2SO4, concentrated under reduced pressure and purified by column chromatography to give the title compound (0.06 g, 70%) as yellow solid; MS (EI): m/e=272.1 [M+H]+. Product: C1(CC1)C=1C=CC(=NC1CC1=CC=C(C=C1)F)C(=O)O (5-Cyclopropyl-6-(4-fluoro-benzyl)-pyridine-2-carboxylic acid). Starting materials: ClC=1C(=NC2=CC(=C(C=C2N1)C(=O)OC)C)NCC(=O)C1CCCC1 (methyl 3-chloro-2-[(2-cyclopentyl-2-oxoethyl)amino]-7-methylquinoxaline-6-carboxylate), FC(C(=O)OC(C(F)(F)F)=O)(F)F (trifluoroacetic anhydride), FC(C(=O)O)(F)F (trifluoroacetic acid), C(O)([O-])=O.[Na+] (sodium hydrogen carbonate). The solvent is C(Cl)(Cl)Cl (chloroform), C(C)(=O)OCC (Ethyl acetate). Product: ClC=1C=2N(C3=CC(=C(C=C3N1)C(=O)OC)C)C(=CN2)C2CCCC2 (methyl 4-chloro-1-cyclopentyl-8-methylimidazo[1,2-a]quinoxaline-7-carboxylate). Isolated yield 78.5%. As a reaction SMILES: [Cl:1][C:2]1[C:3]([NH:17][CH2:18][C:19]([CH:21]2[CH2:25][CH2:24][CH2:23][CH2:22]2)=O)=[N:4][C:5]2[C:10]([N:11]=1)=[CH:9][C:8]([C:12]([O:14][CH3:15])=[O:13])=[C:7]([CH3:16])[CH:6]=2.FC(F)(F)C(OC(=O)C(F)(F)F)=O.FC(F)(F)C(O)=O.C(=O)([O-])O.[Na+]>C(OCC)(=O)C.C(Cl)(Cl)Cl>[Cl:1][C:2]1[C:3]2[N:4]([C:19]([CH:21]3[CH2:25][CH2:24][CH2:23][CH2:22]3)=[CH:18][N:17]=2)[C:5]2[C:10]([N:11]=1)=[CH:9][C:8]([C:12]([O:14][CH3:15])=[O:13])=[C:7]([CH3:16])[CH:6]=2 |f:3.4|. Procedure details: To a mixed liquid of 520 mg of methyl 3-chloro-2-[(2-cyclopentyl-2-oxoethyl)amino]-7-methylquinoxaline-6-carboxylate and 11.3 mL of chloroform were added 4.00 mL of trifluoroacetic anhydride and 0.11 mL of trifluoroacetic acid, followed by heating and refluxing for 6 hours. Ethyl acetate and a saturated aqueous sodium hydrogen carbonate solution were added thereto, followed by extraction with ethyl acetate, the organic layer was washed with saturated brine and dried over anhydrous magnesium sulf...